Task: describe an organic reaction: reactants, conditions, products, and yield. Dataset: the Open Reaction Database (ORD), a public repository of structured organic reaction records Starting materials: [Si](C)(C)(C(C)(C)C)Cl (t-butyldimethylsilyl chloride), CC(CCCCCC)O (2-octanol). Solvent: C1CCCCC1 (cyclohexane). Yields the product [Si](C)(C)(C(C)(C)C)OC(C)CCCCCC (2-(t-Butyldimethylsilyloxy)-octane). RXN SMILES: [Si:1](Cl)([C:4]([CH3:7])([CH3:6])[CH3:5])([CH3:3])[CH3:2].[CH3:9][CH:10]([OH:17])[CH2:11][CH2:12][CH2:13][CH2:14][CH2:15][CH3:16]>C1CCCCC1>[Si:1]([O:17][CH:10]([CH2:11][CH2:12][CH2:13][CH2:14][CH2:15][CH3:16])[CH3:9])([C:4]([CH3:7])([CH3:6])[CH3:5])([CH3:3])[CH3:2]. Procedure: Analysis of this material by GC indicated it was 96.9% assay product. addition, the stripped solution contained 1.1% cyclohexane, 0.04% t-butyldimethylsilyl chloride, 0.3% 2-octanol, and 1.7% unknowns. Procedure: Bromine (0.93 g, 0.0058 mol) was added dropwise to a stirred solution of 5-(2-ethoxyphenyl)-1-methyl-3-n-propyl-1,6-dihydro-7H-pyrazolo[4,3-d]pyrimidin-7-one (Preparation 7, 1.1 g, 0.00352 mol) in glacial acetic acid (20 ml). The mixture was stirred at 100° C. for 6.5 hours and the solvent was then removed by evaporation under vacuum. The residue was dissolved in a 9:1 mixture of methanol in dichloromethane (50 ml), and the solution washed with saturated aqueous sodium bicarbonate solution (50 m... Conditions: temperature 100 celsius, time 6.5 hour. Reaction SMILES: [Br:1]Br.[CH2:3]([O:5][C:6]1[CH:11]=[CH:10][CH:9]=[CH:8][C:7]=1[C:12]1[NH:13][C:14](=[O:25])[C:15]2[N:20]([CH3:21])[N:19]=[C:18]([CH2:22][CH2:23][CH3:24])[C:16]=2[N:17]=1)[CH3:4]>C(O)(=O)C>[Br:1][C:9]1[CH:10]=[CH:11][C:6]([O:5][CH2:3][CH3:4])=[C:7]([C:12]2[NH:13][C:14](=[O:25])[C:15]3[N:20]([CH3:21])[N:19]=[C:18]([CH2:22][CH2:23][CH3:24])[C:16]=3[N:17]=2)[CH:8]=1. Solvent: C(C)(=O)O (acetic acid). Yields the product BrC=1C=CC(=C(C1)C=1NC(C2=C(N1)C(=NN2C)CCC)=O)OCC (5-(5-Bromo-2-ethoxyphenyl)-1-methyl-3-n-propyl-1,6-dihydro-7H-pyrazolo[4,3-d]pyrimidin-7-one). Starting materials: BrBr (Bromine), C(C)OC1=C(C=CC=C1)C=1NC(C2=C(N1)C(=NN2C)CCC)=O (5-(2-ethoxyphenyl)-1-methyl-3-n-propyl-1,6-dihydro-7H-pyrazolo[4,3-d]pyrimidin-7-one). Reactants: FC1(CN(C1)C(COC1CCN(CC1)C(=O)OCC1=CC=CC=C1)=O)F (Benzyl 4-(2-(3,3-difluoroazetidin-1-yl)-2-oxoethoxy)piperidine-1-carboxylate). The reagents and catalysts are [Pd] (palladium on carbon). The solvent is C(C)O (ethanol). Reaction conditions: time 3 hour. Yields the product FC1(CN(C1)C(COC1CCNCC1)=O)F (1-(3,3-difluoroazetidin-1-yl)-2-(piperidin-4-yloxy)ethanone). Yield: 32.8%. Reaction SMILES: [F:1][C:2]1([F:26])[CH2:5][N:4]([C:6](=[O:25])[CH2:7][O:8][CH:9]2[CH2:14][CH2:13][N:12](C(OCC3C=CC=CC=3)=O)[CH2:11][CH2:10]2)[CH2:3]1>[Pd].C(O)C>[F:26][C:2]1([F:1])[CH2:5][N:4]([C:6](=[O:25])[CH2:7][O:8][CH:9]2[CH2:14][CH2:13][NH:12][CH2:11][CH2:10]2)[CH2:3]1. Procedure details: Benzyl 4-(2-(3,3-difluoroazetidin-1-yl)-2-oxoethoxy)piperidine-1-carboxylate (87) (2.59 g, 7.03 mmol) and palladium on carbon (0.075 g, 0.70 mmol) were added to ethanol (40 mL). This was stirred for 3 hours under an atmosphere of H2 (1.417 g, 703.09 mmol). The reaction was filtered and the solvent evaporated to afford a viscous clear oil. The crude product was purified by distillation at 0.5 mBar, collecting fractions that distilled at 90° C. to afford the desired material as a colourless oil (0...